From a dataset of the Open Reaction Database (ORD), a public repository of structured organic reaction records. describe an organic reaction: reactants, conditions, products, and yield The solvent is ClCCl (dichloromethane). Procedure details: To a cooled (−78° C.) clear, brown solution of 1E (2.63 g, 7.42 mmol) and pyridine (0.600 ml, 7.42 mmol) in dichloromethane (74.2 ml) was added dropwise over 30 min methyl chloroformate (0.516 ml, 6.68 mmol). The reaction was stirred at −78° C. After 1.5 h, the reaction was quenched with sat. NH4Cl and the reaction was allowed to warm to rt. The reaction was diluted with DCM and water and the layers were separated. The aqueous layer was extracted with DCM (1×). The combined organic layers were w... Product: COC(NC1=CC(=C(C=C1)C1=CC(=NC=C1)[C@H](CC=C)NC(=O)OC(C)(C)C)N)=O ({3-Amino-4-[2-((S)-1-tert-butoxycarbonylamino-but-3-enyl)-pyridin-4-yl]-phenyl}-carbamic acid methyl ester). Reactants: NC1=C(C=CC(=C1)N)C1=CC(=NC=C1)[C@H](CC=C)NC(OC(C)(C)C)=O ((S)-tert-Butyl 1-(4-(2,4-diaminophenyl)pyridin-2-yl)but-3-enylcarbamate), N1=CC=CC=C1 (pyridine), ClC(=O)OC (methyl chloroformate). Isolated yield 98.0%. RXN SMILES: [NH2:1][C:2]1[CH:7]=[C:6]([NH2:8])[CH:5]=[CH:4][C:3]=1[C:9]1[CH:14]=[CH:13][N:12]=[C:11]([C@@H:15]([NH:19][C:20](=[O:26])[O:21][C:22]([CH3:25])([CH3:24])[CH3:23])[CH2:16][CH:17]=[CH2:18])[CH:10]=1.N1C=CC=CC=1.Cl[C:34]([O:36][CH3:37])=[O:35]>ClCCl>[CH3:37][O:36][C:34](=[O:35])[NH:8][C:6]1[CH:5]=[CH:4][C:3]([C:9]2[CH:14]=[CH:13][N:12]=[C:11]([C@@H:15]([NH:19][C:20]([O:21][C:22]([CH3:25])([CH3:24])[CH3:23])=[O:26])[CH2:16][CH:17]=[CH2:18])[CH:10]=2)=[C:2]([NH2:1])[CH:7]=1. Reaction conditions: temperature -78 celsius, time 1.5 hour.